From a dataset of the Open Reaction Database (ORD), a public repository of structured organic reaction records. describe an organic reaction: reactants, conditions, products, and yield Reactants: O=[N+]([O-])[O-].[O-][N+]([O-])=O.[O-][N+]([O-])=O.[O-][N+]([O-])=O.[O-][N+]([O-])=O.[O-][N+]([O-])=O.[Ce+4].[NH4+].[NH4+] (CAN), C(C)#N (acetonitrile), COC1=C2CC(CC2=C(C(=C1OC)OC)OC)CCCCOC1=CC=C(C=C1)CO (4-[4-(4,5,6,7-tetramethoxyindan-2-yl)butoxy]phenylmethanol). Run in O (water), O (Water). Run at time 15 minute. Product: COC=1C(C=2CC(CC2C(C1OC)=O)CCCCOC1=CC=C(C=C1)CO)=O (4-[4-(5,6-Dimethoxy-4,7-dioxoindan-2-yl)butoxy]phenylmethanol). Yield: 43.7%. As a reaction SMILES: O=[N+]([O-])[O-].[O-][N+](=O)[O-].[O-][N+](=O)[O-].[O-][N+](=O)[O-].[O-][N+](=O)[O-].[O-][N+](=O)[O-].[Ce+4].[NH4+].[NH4+].C(#N)C.C[O:32][C:33]1[C:41]([O:42][CH3:43])=[C:40]([O:44][CH3:45])[C:39]([O:46]C)=[C:38]2[C:34]=1[CH2:35][CH:36]([CH2:48][CH2:49][CH2:50][CH2:51][O:52][C:53]1[CH:58]=[CH:57][C:56]([CH2:59][OH:60])=[CH:55][CH:54]=1)[CH2:37]2>O>[CH3:43][O:42][C:41]1[C:33](=[O:32])[C:34]2[CH2:35][CH:36]([CH2:48][CH2:49][CH2:50][CH2:51][O:52][C:53]3[CH:58]=[CH:57][C:56]([CH2:59][OH:60])=[CH:55][CH:54]=3)[CH2:37][C:38]=2[C:39](=[O:46])[C:40]=1[O:44][CH3:45] |f:0.1.2.3.4.5.6.7.8|. Procedure details: A water (1.0 ml) solution of CAN (1.24 g, 2.27 mmols) was dropwise added to an acetonitrile (8.0 ml) solution of 4-[4-(4,5,6,7-tetramethoxyindan-2-yl)butoxy]phenylmethanol (370 mg, 0.888 mmols), with cooling with ice, and stirring was continued for 15 minutes. Water was added to the reaction mixture, which was then extracted with ethyl acetate. The organic layer was washed with water and a saturated aqueous sodium chloride solution, and then dried. The solvent was evaporated out in vacuo, and th...